This data is from the Open Reaction Database (ORD), a public repository of structured organic reaction records. The task is: describe an organic reaction: reactants, conditions, products, and yield The reactants are C(C)(=O)O[BH-](OC(C)=O)OC(C)=O.[Na+] (sodium triacetoxyborohydride), BrC=1C=CC(=C(C=O)C1)O (5-bromo-2-hydroxybenzaldehyde), C(C)(C)(C)OC(NN)=O (tert-butylcarbazate), C(C)(=O)O (acetic acid). Run in C(Cl)Cl (CH2Cl2). Run at time 8 hour. The product is C(C)(C)(C)OC(=O)NNCC1=C(C=CC(=C1)Br)O (N′-(5-bromo-2-hydroxy-benzyl)-hydrazinecarboxylic acid tert-butyl ester). Reaction SMILES: [Br:1][C:2]1[CH:3]=[CH:4][C:5]([OH:10])=[C:6]([CH:9]=1)[CH:7]=O.[C:11]([O:15][C:16](=[O:19])[NH:17][NH2:18])([CH3:14])([CH3:13])[CH3:12].C(O)(=O)C.C(O[BH-](OC(=O)C)OC(=O)C)(=O)C.[Na+]>C(Cl)Cl>[C:11]([O:15][C:16]([NH:17][NH:18][CH2:7][C:6]1[CH:9]=[C:2]([Br:1])[CH:3]=[CH:4][C:5]=1[OH:10])=[O:19])([CH3:14])([CH3:13])[CH3:12] |f:3.4|. Procedure: A solution of 5-bromo-2-hydroxybenzaldehyde (10 g g 50 mmol), tert-butylcarbazate (6.7 g, 52 mmol) and acetic acid (3 mL, 52 mmol) in CH2Cl2 (200 mL) was stirred under N2 atmosphere for 60 min at RT. Then sodium triacetoxyborohydride (34 g, 159 mmol) was added portion wise and the resulting mixture was stirred at RT overnight. The reaction was quenched with 2 M HCl (100 mL) and stirred at RT for 1 h. The reaction mixture was partitioned between water (100 mL) and CH2Cl2 (250 mL). The organic lay...